Task: describe an organic reaction: reactants, conditions, products, and yield. Dataset: the Open Reaction Database (ORD), a public repository of structured organic reaction records The reactants are ClC=1C(=NN(C1N1CC2=C(N=C(N=C2N2CC([C@@H](CC2)OC)(C)C)C2=C3C(=NN(C3=CC=C2C)S(=O)(=O)C2=CC=C(C)C=C2)C)CC1)C)C1CC1 ((R)-6-(4-chloro-3-cyclopropyl-1-methyl-1H-pyrazol-5-yl)-2-(3,5-dimethyl-1-tosyl-1H-indazol-4-yl)-4-(4-methoxy-3,3-dimethylpiperidin-1-yl)-5,6,7,8-tetrahydropyrido[4,3-d]pyrimidine), C(=O)([O-])[O-].[K+].[K+] (K2CO3), 55C. The solvent is CCOC(=O)C (EtOAc), CO (MeOH). Run at time 2 hour. Product: ClC=1C(=NN(C1N1CC2=C(N=C(N=C2N2CC([C@@H](CC2)OC)(C)C)C2=C3C(=NNC3=CC=C2C)C)CC1)C)C1CC1 ((R)-6-(4-Chloro-3-cyclopropyl-1-methyl-1H-pyrazol-5-yl)-2-(3,5-dimethyl-1H-indazol-4-yl)-4-(4-methoxy-3,3-dimethylpiperidin-1-yl)-5,6,7,8-tetrahydropyrido[4,3-d]pyrimidine). As a reaction SMILES: [Cl:1][C:2]1[C:3]([CH:49]2[CH2:51][CH2:50]2)=[N:4][N:5]([CH3:48])[C:6]=1[N:7]1[CH2:47][CH2:46][C:10]2[N:11]=[C:12]([C:25]3[C:33]([CH3:34])=[CH:32][CH:31]=[C:30]4[C:26]=3[C:27]([CH3:45])=[N:28][N:29]4S(C3C=CC(C)=CC=3)(=O)=O)[N:13]=[C:14]([N:15]3[CH2:20][CH2:19][C@@H:18]([O:21][CH3:22])[C:17]([CH3:24])([CH3:23])[CH2:16]3)[C:9]=2[CH2:8]1.C([O-])([O-])=O.[K+].[K+]>CO.CCOC(C)=O>[Cl:1][C:2]1[C:3]([CH:49]2[CH2:50][CH2:51]2)=[N:4][N:5]([CH3:48])[C:6]=1[N:7]1[CH2:47][CH2:46][C:10]2[N:11]=[C:12]([C:25]3[C:33]([CH3:34])=[CH:32][CH:31]=[C:30]4[C:26]=3[C:27]([CH3:45])=[N:28][NH:29]4)[N:13]=[C:14]([N:15]3[CH2:20][CH2:19][C@@H:18]([O:21][CH3:22])[C:17]([CH3:24])([CH3:23])[CH2:16]3)[C:9]=2[CH2:8]1 |f:1.2.3|. Reported procedure: To a solution of (R)-6-(4-chloro-3-cyclopropyl-1-methyl-1H-pyrazol-5-yl)-2-(3,5-dimethyl-1-tosyl-1H-indazol-4-yl)-4-(4-methoxy-3,3-dimethylpiperidin-1-yl)-5,6,7,8-tetrahydropyrido[4,3-d]pyrimidine (0.050 g, 0.068 mmol) in MeOH (3 mL) was added K2CO3 (0.057 g, 0.410 mmol). The mixture was heated at 55C. under a nitrogen atmosphere for 2 h. At that point the mixture was diluted with EtOAc and washed with sat aq NH4Cl and then brine. The organic layer was dried over sodium sulfate, filtered and con... Starting materials: O=C([O-])[O-], [K+], [K+], O=N[O-], [Na+], O, O=[N+]([O-])O, CC(C)n1c(CO)cnc1S. The product is CC(C)n1cncc1CO. Reaction SMILES: [C:20](=[O:21])([O-:22])[O-:23].[K+:24].[K+:25].[N:5]([O-:6])=[O:7].[Na+:8].[OH2:26].[OH:1][N+:2](=[O:3])[O-:4].[OH:9][CH2:10][c:11]1[cH:12][n:13][c:14]([SH:19])[n:15]1[CH:16]([CH3:17])[CH3:18]>>[OH:9][CH2:10][c:11]1[cH:12][n:13][cH:14][n:15]1[CH:16]([CH3:17])[CH3:18]. The reactants are C(CC=CC)#N (3-pentenonitrile), N1=CC=CC=C1 (pyridine), CO (methanol), O1CCCC1 (tetrahydrofuran). The reagents and catalysts are [CH-]=O.[CH-]=O.[C-]#[O+].[C-]#[O+].[C-]#[O+].[C-]#[O+].[C-]#[O+].[C-]#[O+].[Co].[Co+2] (dicobalt octacarbonyl). The solvent is [C]=O (carbon monoxide), [C]=O (carbon monoxide). Reaction conditions: temperature 160 celsius. The product is COC(CCCCC#N)=O (5-cyanovaleric acid methyl ester). Yield: 70.1%. RXN SMILES: [C:1](#[N:6])[CH2:2][CH:3]=[CH:4][CH3:5].N1C=CC=CC=1.C[OH:14].[O:15]1[CH2:19]CC[CH2:16]1>[C]=O.[CH-]=O.[CH-]=O.[C-]#[O+].[C-]#[O+].[C-]#[O+].[C-]#[O+].[C-]#[O+].[C-]#[O+].[Co].[Co+2]>[CH3:16][O:15][C:19](=[O:14])[CH2:5][CH2:4][CH2:3][CH2:2][C:1]#[N:6] |f:5.6.7.8.9.10.11.12.13.14,^3:19|. Procedure details: An argon-filled shaking autoclave is charged with a mixture of 8.1 parts of 3-pentenonitrile, 1.4 parts of dicobalt octacarbonyl, 2.6 parts of pyridine, 8 parts of methanol and 30 parts of tetrahydrofuran. The pressure is brought to 140 bars by forcing in carbon monoxide at room temperature. The autoclave is next heated to 160° C; the pressure is then brought to 200 bars by forcing in carbon monoxide, and the reaction mixture is shaken for 4 hours under these conditions. After cooling, and letti... The reagents and catalysts are [Pd].C (Pd charcoal). RXN SMILES: [C:1]([O:5][C:6]([NH:8][CH2:9][C:10]1[CH:15]=[CH:14][C:13]([N:16]2[CH2:20][CH:19]([C:21]([N:23]3[CH2:28][CH2:27][N:26]([CH2:29][CH2:30][C:31]([O:33]CC4C=CC=CC=4)=[O:32])[CH2:25][CH2:24]3)=[O:22])[O:18][C:17]2=[O:41])=[CH:12][CH:11]=1)=[O:7])([CH3:4])([CH3:3])[CH3:2].ClCCl.CO>CN(C=O)C.[Pd].C>[C:1]([O:5][C:6]([NH:8][CH2:9][C:10]1[CH:15]=[CH:14][C:13]([N:16]2[CH2:20][CH:19]([C:21]([N:23]3[CH2:28][CH2:27][N:26]([CH2:29][CH2:30][C:31]([OH:33])=[O:32])[CH2:25][CH2:24]3)=[O:22])[O:18][C:17]2=[O:41])=[CH:12][CH:11]=1)=[O:7])([CH3:4])([CH3:2])[CH3:3] |f:1.2,4.5|. Run in CN(C)C=O (DMF). Reported procedure: 1.5 g of benzyl 3-{1-[3-(4-tert-butoxycarbonylaminomethylphenyl)-2-oxo-5-oxazolidinylcarbonyl]-4-piperazinyl}propionate are hydrogenated in 50 ml of DMF over 5% Pd/charcoal. After customary workup, the crude product is dissolved in a solvent mixture consisting of dichloromethane/methanol/glacial acetic acid (70:30:2) and chromatographed over silica gel. Trituration of the product with ether gives 3-{1-[3-(4-tert-butoxycarbonylaminomethylphenyl)-2-oxo-5-oxazolidinylcarbonyl]-4-piperazinyl}propion... The reactants are C(C)(C)(C)OC(=O)NCC1=CC=C(C=C1)N1C(OC(C1)C(=O)N1CCN(CC1)CCC(=O)OCC1=CC=CC=C1)=O (benzyl 3-{1-[3-(4-tert-butoxycarbonylaminomethylphenyl)-2-oxo-5-oxazolidinylcarbonyl]-4-piperazinyl}propionate), crude product, ClCCl.CO (dichloromethane methanol). The product is C(C)(C)(C)OC(=O)NCC1=CC=C(C=C1)N1C(OC(C1)C(=O)N1CCN(CC1)CCC(=O)O)=O (3-{1-[3-(4-tert-butoxycarbonylaminomethylphenyl)-2-oxo-5-oxazolidinylcarbonyl]-4-piperazinyl}propionic acid). Starting materials: N1=CC(=CC=C1)N1C2CNCC2C1 (6-(3-pyridinyl)-3,6-diazabicyclo[3,2,0]heptane), C(\C=C\C(=O)O)(=O)O (fumaric acid). Run in CO.C(C)(C)OC(C)=O (methanol isopropylacetate). Conditions: time 8 hour. Product: C(\C=C\C(=O)O)(=O)O.N1=CC(=CC=C1)N1[C@@H]2CNC[C@@H]2C1 ((cis)-6-(3-pyridinyl)-3,6-diazabicyclo[3.2.0]heptane fumarate). Yield: 43.6%. RXN SMILES: [N:1]1[CH:6]=[CH:5][CH:4]=[C:3]([N:7]2[CH2:13][CH:12]3[CH:8]2[CH2:9][NH:10][CH2:11]3)[CH:2]=1.[C:14]([OH:21])(=[O:20])/[CH:15]=[CH:16]/[C:17]([OH:19])=[O:18]>CO.C(OC(=O)C)(C)C>[C:14]([OH:21])(=[O:20])/[CH:15]=[CH:16]/[C:17]([OH:19])=[O:18].[N:1]1[CH:6]=[CH:5][CH:4]=[C:3]([N:7]2[CH2:13][C@@H:12]3[C@H:8]2[CH2:9][NH:10][CH2:11]3)[CH:2]=1 |f:2.3,4.5|. Procedure: The product of Example 40C (65 mg, 0.37 mmol) was treated with fumaric acid (46.4 mg, 0.4 mmol) in methanol/isopropylacetate (1:10 v/v, 20 mL). The mixture was stirred at room temperature overnight. The precipitate was collected by filtration and dried under reduced pressure at 40-50° C. to provide the title compound (47 mg, 44% yield). 1H NMR (MeOH-d4, 300 MHz) δ3.18 (dd, J=12.6, 3.4 Hz, 1H), 3.35 (m, 1H), 3.46 (m, 1H), 3.75 (m, 3H), 4.04 (t, J=7.5 Hz, 1H), 4.90 (m, 1H), 6.58 (s, 2H), 7.04 (ddd... Starting materials: N.CC(C)O (NH3 iPrOH), Cl.ClC(C=1C=C2C(=NC=3N(C2=CC1)N=NN3)C3=CC(=CC=C3)Cl)(C3=CC=C(C=C3)C)C3=CN=CN3C (7-[chloro(1-methyl-1H-imidazol-5-yl)(4-methylphenyl)methyl]-5-(3-chlorophenyl)-tetrazolo[1,5-a]quinazoline. hydrochloride), ice water. Solvent: C1CCOC1 (THF). Reaction conditions: temperature 5 celsius, time 1 hour. Product: ClC=1C=C(C=CC1)C1=NC=2N(C3=CC=C(C=C13)C(N)(C1=CC=C(C=C1)C)C1=CN=CN1C)N=NN2 (5-(3-chlorophenyl)-α-(1-methyl-1H-imidazol-5-yl)-α-(4—methylphenyl)-tetrazolo[1,5-a]quinazoline-7-methanamine). Yield: 33.0%. Reaction SMILES: Cl.Cl[C:3]([C:31]1[N:35]([CH3:36])[CH:34]=[N:33][CH:32]=1)([C:24]1[CH:29]=[CH:28][C:27]([CH3:30])=[CH:26][CH:25]=1)[C:4]1[CH:5]=[C:6]2[C:11](=[CH:12][CH:13]=1)[N:10]1[N:14]=[N:15][N:16]=[C:9]1[N:8]=[C:7]2[C:17]1[CH:22]=[CH:21][CH:20]=[C:19]([Cl:23])[CH:18]=1.[NH3:37].CC(O)C>C1COCC1>[Cl:23][C:19]1[CH:18]=[C:17]([C:7]2[C:6]3[C:11](=[CH:12][CH:13]=[C:4]([C:3]([C:31]4[N:35]([CH3:36])[CH:34]=[N:33][CH:32]=4)([C:24]4[CH:25]=[CH:26][C:27]([CH3:30])=[CH:28][CH:29]=4)[NH2:37])[CH:5]=3)[N:10]3[N:14]=[N:15][N:16]=[C:9]3[N:8]=2)[CH:22]=[CH:21][CH:20]=1 |f:0.1,2.3|. Reported procedure: A mixture of intermediate 26 (0.0083 mol) in THF (80 ml) was cooled to 5° C. under N2 flow. NH3/iPrOH (80 ml ) was added dropwise. The mixture was stirred at 5° C. for 1 hours, then brought to room temperature. The mixture was stirred at room temperature overnight, poured out into ice water and extracted with DCM. The organic layer was separated, washed with water, dried (MgSO4), filtered and the solvent was evaporated. The residue was purified by column chromatography over silica gel (15-40 μm)... Starting materials: C(C)(C)(C)OC(=O)N1CCC(CC1)(O)C=1C=C(C2=CC=CC=C2C1)C(=O)O (3-[1-(tert-butoxycarbonyl)-4-hydroxypiperidin-4-yl]-1-naphthoic acid), solution, C[Si](C)(C)C=[N+]=[N-] ((trimethylsilyl)diazomethane), C(C)(=O)O (acetic acid). Reported procedure: To a solution of 1.3 g (3.5 mmol) of the above 3-[1-(tert-butoxycarbonyl)-4-hydroxypiperidin-4-yl]-1-naphthoic acid in 10 mL of methanol and 10 mL of ether was added 2.0 mL (4.0 mmol) of a 2.0 M solution of (trimethylsilyl)diazomethane in ether. Glacial acetic acid was the added dropwise until gas evolution ceased and then the reaction was concentrated in vacuo to yield the crude title compound as a yellow oil. LC/MS 408.1 (M+23). Yields the product OC1(CCN(CC1)C(=O)OC(C)(C)C)C1=CC2=CC=CC=C2C(=C1)C(=O)OC (tert-Butyl 4-hydroxy-4-[4-(methoxycarbonyl)-2-naphthyl]piperidine-1-carboxylate). The solvent is CO (methanol), CCOCC (ether), CCOCC (ether). Reaction SMILES: [C:1]([O:5][C:6]([N:8]1[CH2:13][CH2:12][C:11]([C:15]2[CH:16]=[C:17]([C:25]([OH:27])=[O:26])[C:18]3[C:23]([CH:24]=2)=[CH:22][CH:21]=[CH:20][CH:19]=3)([OH:14])[CH2:10][CH2:9]1)=[O:7])([CH3:4])([CH3:3])[CH3:2].[CH3:28][Si](C=[N+]=[N-])(C)C.C(O)(=O)C>CO.CCOCC>[OH:14][C:11]1([C:15]2[CH:16]=[C:17]([C:25]([O:27][CH3:28])=[O:26])[C:18]3[C:23](=[CH:22][CH:21]=[CH:20][CH:19]=3)[CH:24]=2)[CH2:12][CH2:13][N:8]([C:6]([O:5][C:1]([CH3:4])([CH3:2])[CH3:3])=[O:7])[CH2:9][CH2:10]1. Reactants: C1CCNC1, Fc1cc(Br)c(Cl)c(SCc2ccccc2)c1, CC(C)(C)[O-], [Na+], O=C(C=Cc1ccccc1)C=Cc1ccccc1, O=C(C=Cc1ccccc1)C=Cc1ccccc1, O=C(C=Cc1ccccc1)C=Cc1ccccc1, [Pd], [Pd], c1ccc(P(c2ccccc2)c2ccc3ccccc3c2-c2c(P(c3ccccc3)c3ccccc3)ccc3ccccc23)cc1. The product is Fc1cc(SCc2ccccc2)c(Cl)c(N2CCCC2)c1. RXN SMILES: [CH2:18]1[CH2:19][CH2:20][NH:21][CH2:22]1.[CH2:1]([c:2]1[cH:3][cH:4][cH:5][cH:6][cH:7]1)[S:8][c:9]1[c:10]([Cl:17])[c:11]([Br:16])[cH:12][c:13]([F:15])[cH:14]1.[CH3:69][C:70]([CH3:71])([O-:72])[CH3:73].[Na+:74].[O:113]=[C:114]([CH:115]=[CH:116][c:117]1[cH:118][cH:119][cH:120][cH:121][cH:122]1)[CH:123]=[CH:124][c:125]1[cH:126][cH:127][cH:128][cH:129][cH:130]1.[O:77]=[C:78]([CH:79]=[CH:80][c:81]1[cH:82][cH:83][cH:84][cH:85][cH:86]1)[CH:87]=[CH:88][c:89]1[cH:90][cH:91][cH:92][cH:93][cH:94]1.[O:95]=[C:96]([CH:97]=[CH:98][c:99]1[cH:100][cH:101][cH:102][cH:103][cH:104]1)[CH:105]=[CH:106][c:107]1[cH:108][cH:109][cH:110][cH:111][cH:112]1.[Pd:75].[Pd:76].[cH:23]1[cH:24][cH:25][c:26]([P:27]([c:28]2[cH:29][cH:30][c:31]3[c:32]([cH:33][cH:34][cH:35][cH:36]3)[c:37]2-[c:38]2[c:39]3[c:40]([cH:41][cH:42][cH:43][cH:44]3)[cH:45][cH:46][c:47]2[P:48]([c:49]2[cH:50][cH:51][cH:52][cH:53][cH:54]2)[c:55]2[cH:56][cH:57][cH:58][cH:59][cH:60]2)[c:61]2[cH:62][cH:63][cH:64][cH:65][cH:66]2)[cH:67][cH:68]1>>[CH2:1]([c:2]1[cH:3][cH:4][cH:5][cH:6][cH:7]1)[S:8][c:9]1[c:10]([Cl:17])[c:11]([N:21]2[CH2:20][CH2:19][CH2:18][CH2:22]2)[cH:12][c:13]([F:15])[cH:14]1. Run in C(Cl)Cl (DCM). Run at time 11 hour. Product: BrC1=C(C=CC(=C1)C)C1(CCCC1)OCOC (2-bromo-1-(1-(methoxymethoxy)cyclopentyl)-4-methylbenzene). Starting materials: [NH4+].[Cl-] (NH4Cl), aqueous solution, BrC1=C(C=CC(=C1)C)C1(CCCC1)O (1-(2-bromo-4-methylphenyl)cyclopentanol), CCN(C(C)C)C(C)C (DIPEA), C(OC)Cl (MOMCl). Procedure: To a stirring solution of 1-(2-bromo-4-methylphenyl)cyclopentanol (4.2 g, 16.5 mmol) in DCM (40 mL) at rt were successively added DIPEA (11 mL, 66 mmol) and MOMCl (2.5 mL, 33 mmol) over a 10 min period. The solution was stirred for 11 h at rt, and afterwards a NH4Cl-saturated aqueous solution (40 mL) was added. The aqueous phase was segregated, and the organic one was washed with water (30 mL), brine (30 mL), dried with anhydrous Na2SO4, filtered, and concentrated to give pure 2-bromo-1-(1-(meth... Yield: 81.0%. Reaction SMILES: [Br:1][C:2]1[CH:7]=[C:6]([CH3:8])[CH:5]=[CH:4][C:3]=1[C:9]1([OH:14])[CH2:13][CH2:12][CH2:11][CH2:10]1.CCN(C(C)C)C(C)C.[CH2:24](Cl)[O:25][CH3:26].[NH4+].[Cl-]>C(Cl)Cl>[Br:1][C:2]1[CH:7]=[C:6]([CH3:8])[CH:5]=[CH:4][C:3]=1[C:9]1([O:14][CH2:24][O:25][CH3:26])[CH2:13][CH2:12][CH2:11][CH2:10]1 |f:3.4|.